Dataset: the Open Reaction Database (ORD), a public repository of structured organic reaction records. Task: describe an organic reaction: reactants, conditions, products, and yield Reactants: [Br-], COC(=O)COc1ccc(C=O)cc1, c1ccc(OCCCC[P+](c2ccccc2)(c2ccccc2)c2ccccc2)cc1. Yields the product COC(=O)COc1ccc(C=CCCCOc2ccccc2)cc1. As a reaction SMILES: [Br-:15].[CH:1](=[O:2])[c:3]1[cH:4][cH:5][c:6]([O:7][CH2:8][C:9](=[O:10])[O:11][CH3:12])[cH:13][cH:14]1.[O:16]([c:17]1[cH:18][cH:19][cH:20][cH:21][cH:22]1)[CH2:23][CH2:24][CH2:25][CH2:26][P+:27]([c:28]1[cH:29][cH:30][cH:31][cH:32][cH:33]1)([c:34]1[cH:35][cH:36][cH:37][cH:38][cH:39]1)[c:40]1[cH:41][cH:42][cH:43][cH:44][cH:45]1>>[CH:1]([c:3]1[cH:4][cH:5][c:6]([O:7][CH2:8][C:9](=[O:10])[O:11][CH3:12])[cH:13][cH:14]1)=[CH:26][CH2:25][CH2:24][CH2:23][O:16][c:17]1[cH:18][cH:19][cH:20][cH:21][cH:22]1. Reactants: COC(=O)Cc1ccccc1OCc1nc(CCc2nc(-c3ccccc3)oc2C)no1, CO, Cl, [Na+], C1CCOC1, [OH-], O. Product: Cc1oc(-c2ccccc2)nc1CCc1noc(COc2ccccc2CC(=O)O)n1. RXN SMILES: [CH3:1][c:2]1[c:3]([CH2:13][CH2:14][c:15]2[n:16][o:17][c:18]([CH2:20][O:21][c:22]3[c:23]([CH2:28][C:29](=[O:30])[O:31][CH3:32])[cH:24][cH:25][cH:26][cH:27]3)[n:19]2)[n:4][c:5](-[c:7]2[cH:8][cH:9][cH:10][cH:11][cH:12]2)[o:6]1.[CH3:42][OH:43].[ClH:40].[Na+:39].[O:33]1[CH2:34][CH2:35][CH2:36][CH2:37]1.[OH-:38].[OH2:41]>>[CH3:1][c:2]1[c:3]([CH2:13][CH2:14][c:15]2[n:16][o:17][c:18]([CH2:20][O:21][c:22]3[c:23]([CH2:28][C:29](=[O:30])[OH:31])[cH:24][cH:25][cH:26][cH:27]3)[n:19]2)[n:4][c:5](-[c:7]2[cH:8][cH:9][cH:10][cH:11][cH:12]2)[o:6]1.